This data is from the Open Reaction Database (ORD), a public repository of structured organic reaction records. The task is: describe an organic reaction: reactants, conditions, products, and yield The reactants are CN(CCNC(OC(C)(C)C)=O)C1=NC=CC=C1 (tert-Butyl 2-[methyl(pyridin-2-yl)amino]ethylcarbamate), C(=O)(C(F)(F)F)O (TFA). The solvent is C(Cl)Cl (DCM). Yields the product FC(C(=O)O)(F)F.CN(CCN)C1=NC=CC=C1 (N-methyl-N-pyridin-2-ylethane-1,2-diamine trifluoroacetate). RXN SMILES: [CH3:1][N:2]([C:13]1[CH:18]=[CH:17][CH:16]=[CH:15][N:14]=1)[CH2:3][CH2:4][NH:5]C(=O)OC(C)(C)C.[C:19]([OH:25])([C:21]([F:24])([F:23])[F:22])=[O:20]>C(Cl)Cl>[F:22][C:21]([F:24])([F:23])[C:19]([OH:25])=[O:20].[CH3:1][N:2]([C:13]1[CH:18]=[CH:17][CH:16]=[CH:15][N:14]=1)[CH2:3][CH2:4][NH2:5] |f:3.4|. Reported procedure: tert-Butyl 2-[methyl(pyridin-2-yl)amino]ethylcarbamate was stirred with DCM (0.5 ml) and TFA (0.5 ml) for 30 min. The volatiles were removed under reduced pressure to yield the product. The product is Cl, CC(=O)Nc1cccnc1-c1ccccc1. Reactants: CCO, Cc1ccccc1, CC(=O)Nc1cccnc1Cl, [Na+], [Na+], O=C([O-])[O-], O, OB(O)c1ccccc1, c1ccc(P(c2ccccc2)(c2ccccc2)[Pd](P(c2ccccc2)(c2ccccc2)c2ccccc2)(P(c2ccccc2)(c2ccccc2)c2ccccc2)P(c2ccccc2)(c2ccccc2)c2ccccc2)cc1. RXN SMILES: [CH3:27][CH2:28][OH:29].[CH3:30][c:31]1[cH:32][cH:33][cH:34][cH:35][cH:36]1.[Cl:1][c:2]1[n:3][cH:4][cH:5][cH:6][c:7]1[NH:8][C:9]([CH3:10])=[O:11].[Na+:21].[Na+:22].[O-:23][C:24](=[O:25])[O-:26].[OH2:114].[OH:12][B:13]([OH:14])[c:15]1[cH:16][cH:17][cH:18][cH:19][cH:20]1.[cH:37]1[cH:38][cH:39][c:40]([P:41]([Pd:42]([P:43]([c:44]2[cH:45][cH:46][cH:47][cH:48][cH:49]2)([c:50]2[cH:51][cH:52][cH:53][cH:54][cH:55]2)[c:56]2[cH:57][cH:58][cH:59][cH:60][cH:61]2)([P:62]([c:63]2[cH:64][cH:65][cH:66][cH:67][cH:68]2)([c:69]2[cH:70][cH:71][cH:72][cH:73][cH:74]2)[c:75]2[cH:76][cH:77][cH:78][cH:79][cH:80]2)[P:81]([c:82]2[cH:83][cH:84][cH:85][cH:86][cH:87]2)([c:88]2[cH:89][cH:90][cH:91][cH:92][cH:93]2)[c:94]2[cH:95][cH:96][cH:97][cH:98][cH:99]2)([c:100]2[cH:101][cH:102][cH:103][cH:104][cH:105]2)[c:106]2[cH:107][cH:108][cH:109][cH:110][cH:111]2)[cH:112][cH:113]1>>[ClH:1].[c:2]1(-[c:15]2[cH:16][cH:17][cH:18][cH:19][cH:20]2)[n:3][cH:4][cH:5][cH:6][c:7]1[NH:8][C:9]([CH3:10])=[O:11].